Task: describe an organic reaction: reactants, conditions, products, and yield. Dataset: the Open Reaction Database (ORD), a public repository of structured organic reaction records Reactants: CN1NC(=CC1=O)C (1,3-dimethyl-5-pyrazolone), Cl (hydrochloric acid), [OH-].[Ca+2].[OH-] (calcium hydroxide), [N+](=O)([O-])C1=CC=C(C(=O)Cl)C=C1 (p-nitrobenzoyl chloride). Run in O1CCOCC1 (dioxane). The product is CN1N=C(C(=C1O)C(C1=CC=C(C=C1)[N+](=O)[O-])=O)C (1,3-Dimethyl-4-(4-nitrobenzoyl)-5-hydroxypyrazole). The yield is 69.3%. RXN SMILES: [CH3:1][N:2]1[C:6](=[O:7])[CH:5]=[C:4]([CH3:8])[NH:3]1.[OH-].[Ca+2].[OH-].[N+:12]([C:15]1[CH:23]=[CH:22][C:18]([C:19](Cl)=[O:20])=[CH:17][CH:16]=1)([O-:14])=[O:13].Cl>O1CCOCC1>[CH3:1][N:2]1[C:6]([OH:7])=[C:5]([C:19](=[O:20])[C:18]2[CH:17]=[CH:16][C:15]([N+:12]([O-:14])=[O:13])=[CH:23][CH:22]=2)[C:4]([CH3:8])=[N:3]1 |f:1.2.3|. Procedure details: In 22 ml. of dry dioxane is dissolved 2.24 g. of 1,3-dimethyl-5-pyrazolone and then 2.96 g. of calcium hydroxide is added thereto. 3.71 g. of p-nitrobenzoyl chloride is added dropwise thereto while stirring at room temperature. After completion of the dropwise addition, the mixture is heated under reflux for 1 hour. After completion of the reaction, the reaction mixture is allowed to cool and then 40 ml. of a 2 N hydrochloric acid solution is added thereto. Crystalline substances thus separated ... Starting materials: C[Si](C)(C)c1ccc2c(c1)C([Si](C)(C)C)([Si](C)(C)C)c1cc([Si](C)(C)C)ccc1-2, CCO, [K+], [OH-]. Product: C[Si](C)(C)c1ccc2c(c1)Cc1cc([Si](C)(C)C)ccc1-2. RXN SMILES: [CH3:1][Si:2]([c:3]1[cH:4][c:5]2[c:13]([cH:14][cH:15]1)-[c:12]1[c:7]([cH:8][c:9]([Si:16]([CH3:17])([CH3:18])[CH3:19])[cH:10][cH:11]1)[C:6]2([Si:20]([CH3:21])([CH3:22])[CH3:23])[Si:24]([CH3:25])([CH3:26])[CH3:27])([CH3:28])[CH3:29].[CH3:32][CH2:33][OH:34].[K+:31].[OH-:30]>>[CH3:1][Si:2]([c:3]1[cH:4][c:5]2[c:13]([cH:14][cH:15]1)-[c:12]1[c:7]([cH:8][c:9]([Si:16]([CH3:17])([CH3:18])[CH3:19])[cH:10][cH:11]1)[CH2:6]2)([CH3:28])[CH3:29]. The reactants are C(CN)N (Ethylenediamine), C(\C=C/C(=O)OCC)(=O)OCC (diethyl maleate). The solvent is C(CC)O (propanol). Product: O=C1C(NCCN1)CC(=O)OCC (Ethyl 2-(3-oxopiperazin-2-yl)acetate). Reaction SMILES: [CH2:1]([NH2:4])[CH2:2][NH2:3].[C:5]([O:14][CH2:15][CH3:16])(=[O:13])/[CH:6]=[CH:7]\[C:8]([O:10]CC)=O>C(O)CC>[O:10]=[C:8]1[NH:4][CH2:1][CH2:2][NH:3][CH:7]1[CH2:6][C:5]([O:14][CH2:15][CH3:16])=[O:13]. Reported procedure: Ethylenediamine (1.17 ml, 17.42 mmol) and diethyl maleate (3 g, 17.42 mmol) were stirred for 16 h at 55° C. in propanol (30 ml). The solvent was removed in vacuo and the residue was dried in vacuo. The product was used in the next stage without being purified further. Reactants: CN(C)c1ccncc1, O=C(Cl)c1c(Cl)cccc1Cl, Cl, Nc1ccc(C(=O)N2Cc3ccccc3-c3ccccc32)cc1, c1ccncc1. Yields the product O=C(Nc1ccc(C(=O)N2Cc3ccccc3-c3ccccc32)cc1)c1c(Cl)cccc1Cl. As a reaction SMILES: [CH3:42][N:43]([CH3:44])[c:45]1[cH:46][cH:47][n:48][cH:49][cH:50]1.[Cl:24][c:25]1[c:26]([C:27](=[O:28])[Cl:29])[c:30]([Cl:34])[cH:31][cH:32][cH:33]1.[ClH:35].[NH2:1][c:2]1[cH:3][cH:4][c:5]([C:6](=[O:7])[N:8]2[c:9]3[cH:10][cH:11][cH:12][cH:13][c:14]3-[c:15]3[cH:16][cH:17][cH:18][cH:19][c:20]3[CH2:21]2)[cH:22][cH:23]1.[cH:36]1[cH:37][cH:38][n:39][cH:40][cH:41]1>>[NH:1]([c:2]1[cH:3][cH:4][c:5]([C:6](=[O:7])[N:8]2[c:9]3[cH:10][cH:11][cH:12][cH:13][c:14]3-[c:15]3[cH:16][cH:17][cH:18][cH:19][c:20]3[CH2:21]2)[cH:22][cH:23]1)[C:27]([c:26]1[c:25]([Cl:24])[cH:33][cH:32][cH:31][c:30]1[Cl:34])=[O:28]. Starting materials: C1(CCCCC1)P(C1=C(C=CC=C1)C1=C(C=C(C=C1C(C)C)C(C)C)C(C)C)C1CCCCC1 (dicyclohexyl(2′,4′,6′-triisopropylbiphenyl-2-yl)phosphine), CC(C)([O-])C.[Na+] (sodium tert-butoxide), O1CCN(CC1)C1=NC=C(C=C1N)N1CCOCC1 (2,5-dimorpholinopyridin-3-amine), ClC1=C(C(=NC2=CC(=CC(=C12)F)F)C=1C(=NC=CC1)C)C (4-chloro-5,7-difluoro-3-methyl-2-(2-methylpyridin-3-yl)quinoline). The reagents and catalysts are C=1C=CC(=CC1)/C=C/C(=O)/C=C/C2=CC=CC=C2.C=1C=CC(=CC1)/C=C/C(=O)/C=C/C2=CC=CC=C2.C=1C=CC(=CC1)/C=C/C(=O)/C=C/C2=CC=CC=C2.[Pd].[Pd] (Pd2dba3). The solvent is C1(=CC=CC=C1)C (toluene). The product is O1CCN(CC1)C1=NC=C(C=C1NC1=C(C(=NC2=CC(=CC(=C12)F)F)C=1C(=NC=CC1)C)C)N1CCOCC1 (N-(2,5-dimorpholinopyridin-3-yl)-5,7-difluoro-3-methyl-2-(2-methylpyridin-3-yl)-quinolin-4-amine). As a reaction SMILES: C1(P(C2CCCCC2)C2C=CC=CC=2C2C(C(C)C)=CC(C(C)C)=CC=2C(C)C)CCCCC1.[O:35]1[CH2:40][CH2:39][N:38]([C:41]2[C:46]([NH2:47])=[CH:45][C:44]([N:48]3[CH2:53][CH2:52][O:51][CH2:50][CH2:49]3)=[CH:43][N:42]=2)[CH2:37][CH2:36]1.Cl[C:55]1[C:64]2[C:59](=[CH:60][C:61]([F:66])=[CH:62][C:63]=2[F:65])[N:58]=[C:57]([C:67]2[C:68]([CH3:73])=[N:69][CH:70]=[CH:71][CH:72]=2)[C:56]=1[CH3:74].CC(C)([O-])C.[Na+]>C1(C)C=CC=CC=1.C1C=CC(/C=C/C(/C=C/C2C=CC=CC=2)=O)=CC=1.C1C=CC(/C=C/C(/C=C/C2C=CC=CC=2)=O)=CC=1.C1C=CC(/C=C/C(/C=C/C2C=CC=CC=2)=O)=CC=1.[Pd].[Pd]>[O:35]1[CH2:40][CH2:39][N:38]([C:41]2[C:46]([NH:47][C:55]3[C:64]4[C:59](=[CH:60][C:61]([F:66])=[CH:62][C:63]=4[F:65])[N:58]=[C:57]([C:67]4[C:68]([CH3:73])=[N:69][CH:70]=[CH:71][CH:72]=4)[C:56]=3[CH3:74])=[CH:45][C:44]([N:48]3[CH2:49][CH2:50][O:51][CH2:52][CH2:53]3)=[CH:43][N:42]=2)[CH2:37][CH2:36]1 |f:3.4,6.7.8.9.10|. Procedure details: The Buchwald coupled product was prepared according to Procedure H using dicyclohexyl(2′,4′,6′-triisopropylbiphenyl-2-yl)phosphine (0.025 g, 0.053 mmol), 2,5-dimorpholinopyridin-3-amine (0.104 g, 0.39 mmol), 4-chloro-5,7-difluoro-3-methyl-2-(2-methylpyridin-3-yl)quinoline (0.1 g, 0.33 mmol), Pd2dba3 (0.012 g, 0.013 mmol) and sodium tert-butoxide (0.064 g, 0.67 mmol) in toluene (3.3 mL) at 100° C. for 43 h. The crude product was purified by column chromatography on basic alumina (0 to 50% hexanes... The reactants are OC=C1C(NC2=CC(=CC=C12)C(=O)C1=CC=C(C=C1)NC(=O)C=1N(N=C(C1)C)C)=O (2,5-Dimethyl-2H-pyrazole-3-carboxylic acid [4-(3-hydroxymethylene-2-oxo-2,3-dihydro-1H-indole-6-carbonyl)-phenyl]-amide), NC=1C=C(C=CC1)O (3-aminophenol). The solvent is C1CCOC1 (THF), C1CCOC1 (THF). Conditions: temperature 65 celsius, time 24 hour. Product: OC=1C=C(C=CC1)NC=C1C(NC2=CC(=CC=C12)C(=O)C1=CC=C(C=C1)NC(=O)C=1N(N=C(C1)C)C)=O (2,5-Dimethyl-2H-pyrazole-3-carboxylic acid (4-{3-[(3-hydroxy-phenylamino)-methylene]-2-oxo-2,3-dihydro-1H-indole-6-carbonyl}-phenyl)-amide). RXN SMILES: O[CH:2]=[C:3]1[C:11]2[C:6](=[CH:7][C:8]([C:12]([C:14]3[CH:19]=[CH:18][C:17]([NH:20][C:21]([C:23]4[N:24]([CH3:29])[N:25]=[C:26]([CH3:28])[CH:27]=4)=[O:22])=[CH:16][CH:15]=3)=[O:13])=[CH:9][CH:10]=2)[NH:5][C:4]1=[O:30].[NH2:31][C:32]1[CH:33]=[C:34]([OH:38])[CH:35]=[CH:36][CH:37]=1>C1COCC1>[OH:38][C:34]1[CH:33]=[C:32]([NH:31][CH:2]=[C:3]2[C:11]3[C:6](=[CH:7][C:8]([C:12]([C:14]4[CH:19]=[CH:18][C:17]([NH:20][C:21]([C:23]5[N:24]([CH3:29])[N:25]=[C:26]([CH3:28])[CH:27]=5)=[O:22])=[CH:16][CH:15]=4)=[O:13])=[CH:9][CH:10]=3)[NH:5][C:4]2=[O:30])[CH:37]=[CH:36][CH:35]=1. Procedure: A small screw cap test tube was charged with 2,5-Dimethyl-2H-pyrazole-3-carboxylic acid [4-(3-hydroxymethylene-2-oxo-2,3-dihydro-1H-indole-6-carbonyl)-phenyl]-amide (as prepared in Example 25, 100 mg, 0.248 mmol) and THF (1.5 mL). To the resulting solution was added 3-aminophenol (29.8 mg, 0.273 mmol), and the mixture was stirred for 24 h at 65° C. Subsequently, the reaction mixture was cooled to room temperature. The solid precipitate that formed was filtered and washed with THF yielding 70% (8... Reactants: ClC1=C(C=CC=C1Cl)[N+](=O)[O-] (2,3-dichloronitrobenzene), [F-].[K+] (potassium fluoride). Reagents/catalysts: [Cl-].C[N+](C)(C)C (tetramethylammonium chloride). Solvent: ClC1=C(C=CC=C1)C (2-chlorotoluene). Reaction conditions: temperature 180 celsius. Yields the product FC1=C(C=CC=C1Cl)[N+](=O)[O-] (2-fluoro-3-chloronitrobenzene), ClC1=C(C=CC=C1Cl)[N+](=O)[O-] (2,3-dichloronitrobenzene). The yield is 57.0%. As a reaction SMILES: [Cl:1][C:2]1[C:7]([Cl:8])=[CH:6][CH:5]=[CH:4][C:3]=1[N+:9]([O-:11])=[O:10].[F-:12].[K+]>[Cl-].C[N+](C)(C)C.ClC1C=CC=CC=1C>[F:12][C:2]1[C:7]([Cl:8])=[CH:6][CH:5]=[CH:4][C:3]=1[N+:9]([O-:11])=[O:10].[Cl:1][C:2]1[C:7]([Cl:8])=[CH:6][CH:5]=[CH:4][C:3]=1[N+:9]([O-:11])=[O:10] |f:1.2,3.4|. Procedure details: 20 g of tetramethylammonium chloride are dissolved at 70° C. in 100 g of 2-chlorotoluene. 1230 g (6.5 mol) of 2,3-dichloronitrobenzene are added to the solution. After addition of 290 g (5 mol) of potassium fluoride, the resulting suspension is heated for 14 hours at 180° C. with stirring and under nitrogen. During this time, some of the 2-chlorotoluene is continuously distilled off. The reaction suspension is then quickly filtered off using suction, the filter cake is washed with 2-chlorotoluen... Reactants: NC[C@H]1N(CCC[C@H]1C)C(=O)C1=C(C=C(C(=C1)F)F)N1N=CC=N1 (((2S,3R)-2-(aminomethyl)-3-methylpiperidin-1-yl)(4,5-difluoro-2-(2H-1,2,3-triazol-2-yl)phenyl)methanone), FC1=NC=C(C=C1)C(F)(F)F (2-fluoro-5-(trifluoromethyl)pyridine). Yields the product FC1=CC(=C(C=C1F)C(=O)N1[C@@H]([C@@H](CCC1)C)CNC1=NC=C(C=C1)C(F)(F)F)N1N=CC=N1 ((4,5-Difluoro-2-(2H-1,2,3-triazol-2-yl)phenyl)((2S,3R)-3-methyl-2-(((5-(trifluoromethyl)pyridin-2-yl)amino)methyl)piperidin-1-yl)methanone). Reaction SMILES: [NH2:1][CH2:2][C@@H:3]1[C@H:8]([CH3:9])[CH2:7][CH2:6][CH2:5][N:4]1[C:10]([C:12]1[CH:17]=[C:16]([F:18])[C:15]([F:19])=[CH:14][C:13]=1[N:20]1[N:24]=[CH:23][CH:22]=[N:21]1)=[O:11].F[C:26]1[CH:31]=[CH:30][C:29]([C:32]([F:35])([F:34])[F:33])=[CH:28][N:27]=1>>[F:19][C:15]1[C:16]([F:18])=[CH:17][C:12]([C:10]([N:4]2[CH2:5][CH2:6][CH2:7][C@@H:8]([CH3:9])[C@H:3]2[CH2:2][NH:1][C:26]2[CH:31]=[CH:30][C:29]([C:32]([F:35])([F:34])[F:33])=[CH:28][N:27]=2)=[O:11])=[C:13]([N:20]2[N:24]=[CH:23][CH:22]=[N:21]2)[CH:14]=1. Procedure details: The title compound was prepared following the same general protocol as described for Example A1 using ((2S,3R)-2-(aminomethyl)-3-methylpiperidin-1-yl)(4,5-difluoro-2-(2H-1,2,3-triazol-2-yl)phenyl)methanone and 2-fluoro-5-(trifluoromethyl)pyridine. ESI-MS (m/z): 481 [M+1]+. 1H NMR (300 MHz, DMSO-d6) δ 8.30-6.50 (m, 8H), 4.80-2.70 (m, 5H), 1.90-0.65 (m, 8H). Reactants: NC=1C=C(C=CC1)C1=C(C=NC2=C(C=CC=C12)C(F)(F)F)C(=O)C1=CC=CC=C1 ([4-(3-amino-phenyl)-8-trifluoromethyl-quinolin-3-yl]-phenyl-methanone), COC(C(C)C1=CC=C(C=C1)C=O)=O (2-(4-formyl-phenyl)-propionic acid methyl ester). The product is C(C1=CC=CC=C1)(=O)C=1C=NC2=C(C=CC=C2C1C=1C=C(C=CC1)NCC1=CC=C(C=C1)C(C(=O)O)C)C(F)(F)F (2-{4-[({3-[3-BENZOYL-8-(TRIFLUOROMETHYL)QUINOLIN-4-YL]PHENYL}AMINO)METHYL]PHENYL}PROPANOIC ACID). Reaction SMILES: [NH2:1][C:2]1[CH:3]=[C:4]([C:8]2[C:17]3[C:12](=[C:13]([C:18]([F:21])([F:20])[F:19])[CH:14]=[CH:15][CH:16]=3)[N:11]=[CH:10][C:9]=2[C:22]([C:24]2[CH:29]=[CH:28][CH:27]=[CH:26][CH:25]=2)=[O:23])[CH:5]=[CH:6][CH:7]=1.C[O:31][C:32](=[O:43])[CH:33]([C:35]1[CH:40]=[CH:39][C:38]([CH:41]=O)=[CH:37][CH:36]=1)[CH3:34]>>[C:22]([C:9]1[CH:10]=[N:11][C:12]2[C:17]([C:8]=1[C:4]1[CH:3]=[C:2]([NH:1][CH2:41][C:38]3[CH:37]=[CH:36][C:35]([CH:33]([CH3:34])[C:32]([OH:43])=[O:31])=[CH:40][CH:39]=3)[CH:7]=[CH:6][CH:5]=1)=[CH:16][CH:15]=[CH:14][C:13]=2[C:18]([F:21])([F:19])[F:20])(=[O:23])[C:24]1[CH:25]=[CH:26][CH:27]=[CH:28][CH:29]=1. Reported procedure: The title compound was prepared from [4-(3-amino-phenyl)-8-trifluoromethyl-quinolin-3-yl]-phenyl-methanone and 2-(4-formyl-phenyl)-propionic acid methyl ester according to the procedure of Example 66. MS (ESI) m/z 555. Reactants: BrCC(=O)C1=CC=C(C=C1)Cl (2-bromo-4'-chloroacetophenone), ClC(=O)OC (methyl chloroformate), Cl.COC(CN)=O (glycine methyl ester hydrochloride), C(C)(C)N(CC)C(C)C (diisopropylethyl amine). Product: COC(=O)N(CC(=O)OC)CC(=O)C1=CC=C(C=C1)Cl (2-(N-methoxycarbonyl-N-(carbomethoxymethyl)amino)-4'-chloroacetophenone). The yield is 27.8%. RXN SMILES: Br[CH2:2][C:3]([C:5]1[CH:10]=[CH:9][C:8]([Cl:11])=[CH:7][CH:6]=1)=[O:4].Cl.[CH3:13][O:14][C:15](=[O:18])[CH2:16][NH2:17].C(N(C(C)C)CC)(C)C.Cl[C:29]([O:31][CH3:32])=[O:30]>>[CH3:32][O:31][C:29]([N:17]([CH2:2][C:3]([C:5]1[CH:10]=[CH:9][C:8]([Cl:11])=[CH:7][CH:6]=1)=[O:4])[CH2:16][C:15]([O:14][CH3:13])=[O:18])=[O:30] |f:1.2|. Procedure: By substantially following the procedure given in Example 585c using 35 g (150 mmole) of 2-bromo-4'-chloroacetophenone, 20.7 g (160 mmole) of glycine methyl ester hydrochloride, 40.6 g (310 mmole) of diisopropylethyl amine, and 14.2 g (150 mmole) of methyl chloroformate, 12.5 g of the desired compound, an oil, was obtained.